This data is from the Open Reaction Database (ORD), a public repository of structured organic reaction records. The task is: describe an organic reaction: reactants, conditions, products, and yield The reactants are ClC1=CC=2C3=C(NC2C=C1)CCN(C3)C (8-chloro-2,3,4,5-tetrahydro-2-methyl-1H-pyrido[4,3-b]indole), CNC1=NC=C(C=C1)C=C (N-methyl-5-vinylpyridin-2-amine), [OH-].[K+] (KOH), CN1CCCC1=O (NMP). The product is ClC1=CC=2C3=C(N(C2C=C1)CCC=1C(=NC=CC1)NC)CCN(C3)C (2-(8-chloro-1,2,3,4-tetrahydro-2-methylpyrido[4,3-b]indol-5-yl)ethyl-N-methylpyridin-2-amine). As a reaction SMILES: [Cl:1][C:2]1[CH:10]=[CH:9][C:8]2[NH:7][C:6]3[CH2:11][CH2:12][N:13]([CH3:15])[CH2:14][C:5]=3[C:4]=2[CH:3]=1.CN[C:18]1[CH:23]=[CH:22][C:21]([CH:24]=[CH2:25])=[CH:20][N:19]=1.[OH-].[K+].[CH3:28][N:29]1C(=O)CCC1>>[Cl:1][C:2]1[CH:10]=[CH:9][C:8]2[N:7]([CH2:25][CH2:24][C:21]3[C:20]([NH:29][CH3:28])=[N:19][CH:18]=[CH:23][CH:22]=3)[C:6]3[CH2:11][CH2:12][N:13]([CH3:15])[CH2:14][C:5]=3[C:4]=2[CH:3]=1 |f:2.3|. Procedure: The title compound is prepared from a mixture of 8-chloro-2,3,4,5-tetrahydro-2-methyl-1H-pyrido[4,3-b]indole, N-methyl-5-vinylpyridin-2-amine and KOH (5-7 equiv) in NMP at a temperature ranging between 25 deg C. to 100 deg C. The product obtained is isolated by preparative HPLC. Reactants: COC1=NC=CC=C1CCl (2-methoxy-3-(chloromethyl)pyridine), COC1=C(OCC2CCNCC2)C=CC=C1 (4-[(2-methoxyphenoxy)methyl]piperidine), C([O-])([O-])=O.[K+].[K+] (potassium carbonate). The solvent is C(C)#N (acetonitrile). Conditions: time 15 minute. The product is COC1=NC=CC=C1CN1CCC(CC1)COC1=C(C=CC=C1)OC (1-[(2-Methoxy-3-pyridinyl)methyl]-4-[(2-methoxyphenoxy)methyl]piperidine). The yield is 82.6%. As a reaction SMILES: [CH3:1][O:2][C:3]1[C:8]([CH2:9]Cl)=[CH:7][CH:6]=[CH:5][N:4]=1.[CH3:11][O:12][C:13]1[CH:26]=[CH:25][CH:24]=[CH:23][C:14]=1[O:15][CH2:16][CH:17]1[CH2:22][CH2:21][NH:20][CH2:19][CH2:18]1.C(=O)([O-])[O-].[K+].[K+]>C(#N)C>[CH3:1][O:2][C:3]1[C:8]([CH2:9][N:20]2[CH2:19][CH2:18][CH:17]([CH2:16][O:15][C:14]3[CH:23]=[CH:24][CH:25]=[CH:26][C:13]=3[O:12][CH3:11])[CH2:22][CH2:21]2)=[CH:7][CH:6]=[CH:5][N:4]=1 |f:2.3.4|. Procedure: 200 mg of 2-methoxy-3-(chloromethyl)pyridine, 380 mg of 4-[(2-methoxyphenoxy)methyl]piperidine and 235 mg of potassium carbonate were added in 10 ml of acetonitrile, and the mixture were stirred at room temperature for 3 hours 15 minutes. After filtering the reaction solution, the solvent was evaporated, and the crude product was purified by silica gel column chromatography (hexane:ethyl acetate=3:2), to give 359 mg of the title compound as a colorless oil. Starting materials: COC=1C=C(/C=C/C2=NN(C(=C2)S)C2=NC=CC=C2)C=CC1O[Si](C)(C)C(C)(C)C ((E)-3-(3-methoxy-4-tert-butyldimethylsilyloxystyryl)-1-(pyridin-2-yl)-1H-pyrazole-5-thiol), COC=1C=C(/C=C/C2=NN(C(=C2)O)C2=NC=CC=C2)C=C(C1O[Si](C)(C)C(C)(C)C)OC ((E)-3-(3,5-dimethoxy-4-tert-butyldimethylsilyloxystyryl)-1-(Pyridin-2-yl)-1H-pyrazol-5-ol). The product is COC=1C=C(C=CC2=NN(C(=C2)S)C2=NC=CC=C2)C=CC1O (3-(3-methoxy-4-hydroxystyryl)-1-(pyridin-2-yl)-1H-pyrazole-5-thiol). Isolated yield 96.0%. As a reaction SMILES: [CH3:1][O:2][C:3]1[CH:4]=[C:5]([CH:20]=[CH:21][C:22]=1[O:23][Si](C(C)(C)C)(C)C)/[CH:6]=[CH:7]/[C:8]1[CH:12]=[C:11]([SH:13])[N:10]([C:14]2[CH:19]=[CH:18][CH:17]=[CH:16][N:15]=2)[N:9]=1.COC1C=C(C=C(OC)C=1O[Si](C(C)(C)C)(C)C)/C=C/C1C=C(O)N(C2C=CC=CN=2)N=1>>[CH3:1][O:2][C:3]1[CH:4]=[C:5]([CH:20]=[CH:21][C:22]=1[OH:23])[CH:6]=[CH:7][C:8]1[CH:12]=[C:11]([SH:13])[N:10]([C:14]2[CH:19]=[CH:18][CH:17]=[CH:16][N:15]=2)[N:9]=1. Procedure: The title compound was prepared in the same manner as in Example C-13, except that an equimolar amount of Compound 9j prepared in Example C-10 was used in place of Compound 9i. The reactants are CS(=O)(=O)Cl (methanesulfonyl chloride), OCCC1(CCN(CC1)C(C1=CC=CC=C1)(C1=CC=CC=C1)C1=CC=CC=C1)C1=CC(=CC=C1)C (4-(2-hydroxyethyl)-4-(3-methyl-phenyl)-N-tritylpiperidine). Solvent: C(Cl)Cl (methylene chloride). Conditions: temperature 0 celsius. Product: CS(=O)(=O)OCCC1(CCN(CC1)C(C1=CC=CC=C1)(C1=CC=CC=C1)C1=CC=CC=C1)C1=CC(=CC=C1)C (4-Methanesulfonyloxyethyl-4-(3-methylphenyl)-N-tritylpiperidine). RXN SMILES: [CH3:1][S:2](Cl)(=[O:4])=[O:3].[OH:6][CH2:7][CH2:8][C:9]1([C:34]2[CH:39]=[CH:38][CH:37]=[C:36]([CH3:40])[CH:35]=2)[CH2:14][CH2:13][N:12]([C:15]([C:28]2[CH:33]=[CH:32][CH:31]=[CH:30][CH:29]=2)([C:22]2[CH:27]=[CH:26][CH:25]=[CH:24][CH:23]=2)[C:16]2[CH:21]=[CH:20][CH:19]=[CH:18][CH:17]=2)[CH2:11][CH2:10]1>C(Cl)Cl>[CH3:1][S:2]([O:6][CH2:7][CH2:8][C:9]1([C:34]2[CH:39]=[CH:38][CH:37]=[C:36]([CH3:40])[CH:35]=2)[CH2:10][CH2:11][N:12]([C:15]([C:16]2[CH:21]=[CH:20][CH:19]=[CH:18][CH:17]=2)([C:22]2[CH:23]=[CH:24][CH:25]=[CH:26][CH:27]=2)[C:28]2[CH:29]=[CH:30][CH:31]=[CH:32][CH:33]=2)[CH2:13][CH2:14]1)(=[O:4])=[O:3]. Procedure details: 3.8 ml of methanesulfonyl chloride are added dropwise to 21 g of 4-(2-hydroxyethyl)-4-(3-methyl-phenyl)-N-tritylpiperidine (prepared according to scheme 5) dissolved in 200 ml of methylene chloride, cooled to 0° C. The reaction mixture is left for half an hour at room temperature, washed twice with water, dried over MgSO4 and concentrated under vacuum. Starting materials: BrC=1C=NC=NC1 (5-bromopyrimidine), BrC=1C=NC=NC1 (5-bromopyrimidine), C(C)OCC (diethyl ether), C(CCC)[Li] (butyllithium), C(=O)C1=CC=CC2=CC=CC=C12 (1-formylnaphthalene), C(=O)C1=CC=CC2=CC=CC=C12 (1-formylnaphthalene). Run in O1CCCC1 (tetrahydrofuran), O1CCCC1 (tetrahydrofuran). Conditions: temperature -120 celsius, time 45 minute. The product is N1=C(N=CC=C1)C1=C2C=CC=C(C2=CC=C1)CO (5-pyrimidyl-1-naphthylcarbinol). RXN SMILES: C(OCC)C.C([Li])CCC.Br[C:12]1[CH:13]=[N:14][CH:15]=[N:16][CH:17]=1.[CH:18]([C:20]1[C:29]2[C:24](=[CH:25][CH:26]=[CH:27][CH:28]=2)[CH:23]=[CH:22][CH:21]=1)=[O:19]>O1CCCC1>[N:14]1[CH:13]=[CH:12][CH:17]=[N:16][C:15]=1[C:25]1[CH:26]=[CH:27][CH:28]=[C:29]2[C:24]=1[CH:23]=[CH:22][CH:21]=[C:20]2[CH2:18][OH:19]. Procedure details: To a 500 ml 3-neck flask round bottom flask equipped with an addition funnel, septum, thermometer and an argon inlet is added 100 ml of anhydrous diethyl ether and 62.5 ml of 1.6 molar butyllithium solution (in hexane). The system is cooled to -120° C. and 15.90 gm of 5-bromopyrimidine in 50 ml of tetrahydrofuran is added over 2 hours. After addition of the 5-bromopyrimidine, the system is stirred for an additional 45 minutes. At this time, 15.60 gm of 1-formylnaphthalene in 50 ml of tetrahydrof...